This data is from the Open Reaction Database (ORD), a public repository of structured organic reaction records. The task is: describe an organic reaction: reactants, conditions, products, and yield The reactants are ClC1=C(C(=CC=C1F)Cl)[C@@H](C)OC=1C2=C(C=NC1N)C(=CO2)C=2CCNCC2 (7-[(R)-1-(2,6-Dichloro-3-fluorophenyl)ethoxy]-3-(1,2,3,6-tetrahydropyridin-4-yl)-furo[3,2-c]pyridin-6-ylamine), C(C)(C)(C)N=C=O (tert-butyl isocyanate), CCN(C(C)C)C(C)C (DIPEA). Solvent: CN(C)C=O (DMF). Conditions: time 15 minute. Product: NC1=C(C2=C(C=N1)C(=CO2)C=2CCN(CC2)C(=O)NC(C)(C)C)O[C@H](C)C2=C(C(=CC=C2Cl)F)Cl (4-{6-Amino-7-[(1R)-1-(2,6-dichloro-3-fluorophenyl)ethoxy]furo[3,2-c]pyridin-3-yl}-N-tert-butyl-3,6-dihydropyridine-1(2H)-carboxamide). RXN SMILES: [Cl:1][C:2]1[C:7]([F:8])=[CH:6][CH:5]=[C:4]([Cl:9])[C:3]=1[C@H:10]([O:12][C:13]1[C:14]2[O:22][CH:21]=[C:20]([C:23]3[CH2:24][CH2:25][NH:26][CH2:27][CH:28]=3)[C:15]=2[CH:16]=[N:17][C:18]=1[NH2:19])[CH3:11].[C:29]([N:33]=[C:34]=[O:35])([CH3:32])([CH3:31])[CH3:30].CCN(C(C)C)C(C)C>CN(C=O)C>[NH2:19][C:18]1[N:17]=[CH:16][C:15]2[C:20]([C:23]3[CH2:24][CH2:25][N:26]([C:34]([NH:33][C:29]([CH3:32])([CH3:31])[CH3:30])=[O:35])[CH2:27][CH:28]=3)=[CH:21][O:22][C:14]=2[C:13]=1[O:12][C@@H:10]([C:3]1[C:4]([Cl:9])=[CH:5][CH:6]=[C:7]([F:8])[C:2]=1[Cl:1])[CH3:11]. Reported procedure: A mixture of 7-[(R)-1-(2,6-Dichloro-3-fluorophenyl)ethoxy]-3-(1,2,3,6-tetrahydropyridin-4-yl)-furo[3,2-c]pyridin-6-ylamine (10.0 mg, 0.0237 mmol), tert-butyl isocyanate (0.0042 g, 0.043 mmol), DIPEA (33 μL, 0.19 mmol) in DMF (1 mL) was stirred at rt for 15 min. Purification by HPLC afforded the title compound as a colorless solid. 1H NMR (400 MHz, CD3OD): δ=1.36 (s, 9H), 1.89 (d, J=6.8 Hz, 3H), 2.49 (br. s., 2H), 3.59 (t, J=5.7 Hz, 2H), 4.04 (d, J=2.5 Hz, 2H), 6.25 (br. s., 1H), 6.48-6.53 (m, 1H... Reactants: NCCN, CO, CSC(SC)=C1C(=O)OC(C)(C)OC1=O. The product is CC1(C)OC(=O)C(=C2NCCN2)C(=O)O1. As a reaction SMILES: [CH2:1]([CH2:2][NH2:3])[NH2:4].[CH3:20][OH:21].[CH3:5][S:6][C:7](=[C:8]1[C:9](=[O:17])[O:10][C:11]([CH3:15])([CH3:16])[O:12][C:13]1=[O:14])[S:18][CH3:19]>>[CH2:1]1[CH2:2][NH:3][C:7](=[C:8]2[C:9](=[O:17])[O:10][C:11]([CH3:15])([CH3:16])[O:12][C:13]2=[O:14])[NH:4]1. Starting materials: Cl.IC1=CN(C=2N=CN=C(C21)N)[C@@H]2CC[C@H](CC2)N2CCN(CC2)C (trans-5-iodo-7-[4-(4-methylpiperazino)cyclohexyl]-7H-pyrrolo[2,3-d]pyrimidin-4-amine hydrochloride), O(C1=CC=CC=C1)C1=C(C=O)C=C(C=C1)B1OC(C(O1)(C)C)(C)C (2-phenoxy-5-(4,4,5,5-tetramethyl-1,3,2-dioxaborolan-2-yl)benzaldehyde), O.C([O-])([O-])=O.[Na+].[Na+] (sodium carbonate monohydrate). The reagents and catalysts are C=1C=CC(=CC1)[P](C=2C=CC=CC2)(C=3C=CC=CC3)[Pd]([P](C=4C=CC=CC4)(C=5C=CC=CC5)C=6C=CC=CC6)([P](C=7C=CC=CC7)(C=8C=CC=CC8)C=9C=CC=CC9)[P](C=1C=CC=CC1)(C=1C=CC=CC1)C=1C=CC=CC1 (tetrakis(triphenylphosphine)palladium(0)). The solvent is COCCOC (ethylene glycol dimethyl ether), O (water). Conditions: temperature 85 celsius. The product is C(C)(=O)O.C(C)(=O)O.NC=1C2=C(N=CN1)N(C=C2C=2C=CC(=C(C=O)C2)OC2=CC=CC=C2)[C@@H]2CC[C@H](CC2)N2CCN(CC2)C (trans-5-{4-amino-7-[4-(4-methylpiperazino)cyclohexyl]-7H-pyrrolo[2,3-d]pyrimidin-5-yl}-2-phenoxybenzaldehyde bisacetate). The yield is 102.9%. Reaction SMILES: Cl.I[C:3]1[C:11]2[C:10]([NH2:12])=[N:9][CH:8]=[N:7][C:6]=2[N:5]([C@H:13]2[CH2:18][CH2:17][C@H:16]([N:19]3[CH2:24][CH2:23][N:22]([CH3:25])[CH2:21][CH2:20]3)[CH2:15][CH2:14]2)[CH:4]=1.[O:26]([C:33]1[CH:40]=[CH:39][C:38](B2[O:45][C:44]([CH3:47])(C)C(C)(C)O2)=[CH:37][C:34]=1[CH:35]=[O:36])[C:27]1[CH:32]=[CH:31][CH:30]=[CH:29][CH:28]=1.[OH2:50].C(=O)([O-])[O-:52].[Na+].[Na+]>COCCOC.O.C1C=CC([P]([Pd]([P](C2C=CC=CC=2)(C2C=CC=CC=2)C2C=CC=CC=2)([P](C2C=CC=CC=2)(C2C=CC=CC=2)C2C=CC=CC=2)[P](C2C=CC=CC=2)(C2C=CC=CC=2)C2C=CC=CC=2)(C2C=CC=CC=2)C2C=CC=CC=2)=CC=1>[C:44]([OH:52])(=[O:45])[CH3:47].[C:27]([OH:26])(=[O:50])[CH3:28].[NH2:12][C:10]1[C:11]2[C:3]([C:38]3[CH:39]=[CH:40][C:33]([O:26][C:27]4[CH:32]=[CH:31][CH:30]=[CH:29][CH:28]=4)=[C:34]([CH:37]=3)[CH:35]=[O:36])=[CH:4][N:5]([C@H:13]3[CH2:18][CH2:17][C@H:16]([N:19]4[CH2:24][CH2:23][N:22]([CH3:25])[CH2:21][CH2:20]4)[CH2:15][CH2:14]3)[C:6]=2[N:7]=[CH:8][N:9]=1 |f:0.1,3.4.5.6,10.11.12,^1:67,69,88,107|. Procedure details: A mixture of trans-5-iodo-7-[4-(4-methylpiperazino)cyclohexyl]-7H-pyrrolo[2,3-d]pyrimidin-4-amine hydrochloride (750 mg, 1.63 mmol), 2-phenoxy-5-(4,4,5,5-tetramethyl-1,3,2-dioxaborolan-2-yl)benzaldehyde (635 mg, 1.96 mmol), sodium carbonate monohydrate (490 mg, 3.92 mmol) and tetrakis(triphenylphosphine)palladium(0) (115 mg, 0.1 mmol) in ethylene glycol dimethyl ether (40 mL) and water (20 mL) was heated at 85° C. for 18 hours. The mixture was cooled, concentrated under reduced pressure then pur... Starting materials: CCN(C(C)C)C(C)C, COC(=O)Cl, ClCCl, Fc1ccc(F)c(C2=CC(c3ccccc3)NC2)c1. The product is COC(=O)N1CC(c2cc(F)ccc2F)=CC1c1ccccc1. RXN SMILES: [CH:1]([N:2]([CH2:3][CH3:4])[CH:5]([CH3:6])[CH3:7])([CH3:8])[CH3:9].[Cl:10][C:11](=[O:12])[O:13][CH3:14].[Cl:34][CH2:35][Cl:36].[F:15][c:16]1[c:17]([C:23]2=[CH:24][CH:25]([c:28]3[cH:29][cH:30][cH:31][cH:32][cH:33]3)[NH:26][CH2:27]2)[cH:18][c:19]([F:22])[cH:20][cH:21]1>>[C:11](=[O:12])([O:13][CH3:14])[N:26]1[CH:25]([c:28]2[cH:29][cH:30][cH:31][cH:32][cH:33]2)[CH:24]=[C:23]([c:17]2[c:16]([F:15])[cH:21][cH:20][c:19]([F:22])[cH:18]2)[CH2:27]1. Reactants: COc1ccc([N+](=O)[O-])c(CCNC2CCN(Cc3ccccc3)CC2)c1, CO, [H][H], O, [Rh]. Product: COc1ccc(N)c(CCNC2CCN(Cc3ccccc3)CC2)c1. RXN SMILES: [CH2:1]([c:2]1[cH:3][cH:4][cH:5][cH:6][cH:7]1)[N:8]1[CH2:9][CH2:10][CH:11]([NH:14][CH2:15][CH2:16][c:17]2[c:18]([N+:25]([O-:26])=[O:27])[cH:19][cH:20][c:21]([O:23][CH3:24])[cH:22]2)[CH2:12][CH2:13]1.[CH3:31][OH:32].[H:29][H:30].[OH2:28].[Rh:33]>>[CH2:1]([c:2]1[cH:3][cH:4][cH:5][cH:6][cH:7]1)[N:8]1[CH2:9][CH2:10][CH:11]([NH:14][CH2:15][CH2:16][c:17]2[c:18]([NH2:25])[cH:19][cH:20][c:21]([O:23][CH3:24])[cH:22]2)[CH2:12][CH2:13]1. The reactants are COCCOC (DME), Si-Thiol, BrC=1C=C(C(=O)NC2=CC=C(C=C2)OC(F)(F)F)C=CC1N1C[C@@H](CC1)O ((R)-3-Bromo-4-(3-hydroxypyrrolidin-1-yl)-N-(4-(trifluoromethoxy)phenyl)benzamide), N1=CN=CC(=C1)B(O)O (pyrimidin-5-ylboronic acid), C(=O)([O-])[O-].[Na+].[Na+] (Na2CO3). Reagents/catalysts: Cl[Pd]([P](C1=CC=CC=C1)(C2=CC=CC=C2)C3=CC=CC=C3)([P](C4=CC=CC=C4)(C5=CC=CC=C5)C6=CC=CC=C6)Cl (Pd(PPh3)2Cl2). Run in CCO (EtOH), O (water). Yields the product O[C@H]1CN(CC1)C1=C(C=C(C(=O)NC2=CC=C(C=C2)OC(F)(F)F)C=C1)C=1C=NC=NC1 ((R)-4-(3-Hydroxypyrrolidin-1-yl)-3-(pyrimidin-5-yl)-N-(4-(trifluoromethoxy)phenyl)benzamide). As a reaction SMILES: Br[C:2]1[CH:3]=[C:4]([CH:19]=[CH:20][C:21]=1[N:22]1[CH2:26][CH2:25][C@@H:24]([OH:27])[CH2:23]1)[C:5]([NH:7][C:8]1[CH:13]=[CH:12][C:11]([O:14][C:15]([F:18])([F:17])[F:16])=[CH:10][CH:9]=1)=[O:6].[N:28]1[CH:33]=[C:32](B(O)O)[CH:31]=[N:30][CH:29]=1.C([O-])([O-])=O.[Na+].[Na+].COCCOC>Cl[Pd](Cl)([P](C1C=CC=CC=1)(C1C=CC=CC=1)C1C=CC=CC=1)[P](C1C=CC=CC=1)(C1C=CC=CC=1)C1C=CC=CC=1.CCO.O>[OH:27][C@@H:24]1[CH2:25][CH2:26][N:22]([C:21]2[CH:20]=[CH:19][C:4]([C:5]([NH:7][C:8]3[CH:13]=[CH:12][C:11]([O:14][C:15]([F:18])([F:17])[F:16])=[CH:10][CH:9]=3)=[O:6])=[CH:3][C:2]=2[C:32]2[CH:33]=[N:28][CH:29]=[N:30][CH:31]=2)[CH2:23]1 |f:2.3.4,^1:51,70|. Procedure details: (R)-3-Bromo-4-(3-hydroxypyrrolidin-1-yl)-N-(4-(trifluoromethoxy)phenyl)benzamide (Stage 2.1, 80 mg, 0.180 mmol), pyrimidin-5-ylboronic acid (66.8 mg, 0.539 mmol), Pd(PPh3)2Cl2 (7.57 mg, 10.78 μmol) and Na2CO3 (57.1 mg, 0.539 mmol) were added to a MW vial and treated with a mixture of DME (762 μL), water (218 μL) and EtOH (109 μL). The vial sealed, evacuated/purged with argon and then the RM was subjected to MW irradiation at 80° C. for 2 h. The RM was cooled to RT, diluted with THF (1 mL), treat...